From a dataset of the Open Reaction Database (ORD), a public repository of structured organic reaction records. describe an organic reaction: reactants, conditions, products, and yield The reactants are CC(=O)C(C)Br, CCCCc1nnc(N)n1Cc1ccc(-c2ccccc2C#N)cc1. The product is [Br-], CCCCc1n[n+](C(C)C(C)=O)c(N)n1Cc1ccc(-c2ccccc2C#N)cc1. As a reaction SMILES: [Br:26][CH:27]([C:28]([CH3:29])=[O:30])[CH3:31].[NH2:1][c:2]1[n:3][n:4][c:5]([CH2:22][CH2:23][CH2:24][CH3:25])[n:6]1[CH2:7][c:8]1[cH:9][cH:10][c:11](-[c:14]2[c:15]([C:20]#[N:21])[cH:16][cH:17][cH:18][cH:19]2)[cH:12][cH:13]1>>[Br-:26].[NH2:1][c:2]1[n+:3]([CH:27]([C:28]([CH3:29])=[O:30])[CH3:31])[n:4][c:5]([CH2:22][CH2:23][CH2:24][CH3:25])[n:6]1[CH2:7][c:8]1[cH:9][cH:10][c:11](-[c:14]2[c:15]([C:20]#[N:21])[cH:16][cH:17][cH:18][cH:19]2)[cH:12][cH:13]1.